This data is from the Open Reaction Database (ORD), a public repository of structured organic reaction records. The task is: describe an organic reaction: reactants, conditions, products, and yield Reactants: Cc1c(Cl)ncnc1SC1CCN(C(=O)OC(C)(C)C)CC1, Cl, C1COCCO1. Product: Cc1c(Cl)ncnc1SC1CCNCC1. Reaction SMILES: [C:1]([O:2][C:3](=[O:4])[N:8]1[CH2:9][CH2:10][CH:11]([S:14][c:15]2[n:16][cH:17][n:18][c:19]([Cl:22])[c:20]2[CH3:21])[CH2:12][CH2:13]1)([CH3:5])([CH3:6])[CH3:7].[ClH:23].[O:24]1[CH2:25][CH2:26][O:27][CH2:28][CH2:29]1>>[NH:8]1[CH2:9][CH2:10][CH:11]([S:14][c:15]2[n:16][cH:17][n:18][c:19]([Cl:22])[c:20]2[CH3:21])[CH2:12][CH2:13]1. Reactants: S=C1c2ccccc2NCC2CCCN12, Cc1ccc(-c2ccccc2C(=O)Nc2ccc(C(=O)O)cc2)cc1. Product: Cc1ccc(-c2ccccc2C(=O)Nc2ccc(C(=O)N3CC4CCCN4C(=S)c4ccccc43)cc2)cc1. RXN SMILES: [CH2:1]1[CH2:2][CH2:3][N:4]2[CH:5]1[CH2:6][NH:7][c:8]1[c:9]([cH:12][cH:13][cH:14][cH:15]1)[C:10]2=[S:11].[c:16]1([CH3:40])[cH:17][cH:18][c:19](-[c:22]2[c:23]([C:24](=[O:25])[NH:26][c:27]3[cH:28][cH:29][c:30]([C:31](=[O:32])[OH:33])[cH:34][cH:35]3)[cH:36][cH:37][cH:38][cH:39]2)[cH:20][cH:21]1>>[CH2:1]1[CH2:2][CH2:3][N:4]2[CH:5]1[CH2:6][N:7]([C:31]([c:30]1[cH:29][cH:28][c:27]([NH:26][C:24]([c:23]3[c:22](-[c:19]4[cH:18][cH:17][c:16]([CH3:40])[cH:21][cH:20]4)[cH:39][cH:38][cH:37][cH:36]3)=[O:25])[cH:35][cH:34]1)=[O:32])[c:8]1[c:9]([cH:12][cH:13][cH:14][cH:15]1)[C:10]2=[S:11]. Procedure: Carbonyldiimidazole (1.3 g) was added portionwise to a stirred solution of (4-(4-methoxyphenyl)-piperazin-1-yl)-acetic acid (2.00 g) in 3:1 THF-DMF (40 cm3) at room temperature. After 15 minutes, the solution was cannulated into the above yellow solution. The resulting grey-green slurry was stirred at -78° C. for 15 minutes, then warmed to room temperature and poured into dilute aqueous ammonium chloride (200 cm3). The mixture was extracted with ethyl acetate (100 cm3). The organic extract was d... Product: Cl.Cl.OC(CN1CCN(CC1)C1=CC=C(C=C1)OC)=C1C(C2=CC=CC=C2C1)=O (2-(1-hydroxy-2-(4-(4-methoxyphenyl)-piperazin-1-yl)-ethylidene)-indan-1-one dihydrochloride). Yield: 23.0%. Run in C1CCOC1.CN(C)C=O (THF DMF). The reactants are C(=O)(N1C=NC=C1)N1C=NC=C1 (Carbonyldiimidazole), COC1=CC=C(C=C1)N1CCN(CC1)CC(=O)O ((4-(4-methoxyphenyl)-piperazin-1-yl)-acetic acid), Cl (hydrogen chloride), C(C)(=O)OCC (ethyl acetate), C(C)(=O)OCC (ethyl acetate), [Cl-].[NH4+] (ammonium chloride). RXN SMILES: C(N1[CH:12]=[CH:11]N=C1)(N1C=CN=C1)=O.[CH3:13][O:14][C:15]1[CH:20]=[CH:19][C:18]([N:21]2[CH2:26][CH2:25][N:24]([CH2:27][C:28]([OH:30])=O)[CH2:23][CH2:22]2)=[CH:17][CH:16]=1.[Cl-:31].[NH4+].Cl.C([O:37][CH2:38][CH3:39])(=O)C>C1COCC1.CN(C=O)C>[ClH:31].[ClH:31].[OH:30][C:28](=[C:12]1[CH2:11][C:19]2[C:39](=[CH:17][CH:16]=[CH:15][CH:20]=2)[C:38]1=[O:37])[CH2:27][N:24]1[CH2:23][CH2:22][N:21]([C:18]2[CH:17]=[CH:16][C:15]([O:14][CH3:13])=[CH:20][CH:19]=2)[CH2:26][CH2:25]1 |f:2.3,6.7,8.9.10|. Run at temperature -78 celsius, time 15 minute. The reactants are [Br-], COCOc1cc(Br)cc(C=O)c1, C1CCOC1, [Li]CCCC, CCOCC, C[P+](c1ccccc1)(c1ccccc1)c1ccccc1, [Na+], O=C([O-])O. Product: C=Cc1cc(Br)cc(OCOC)c1. Reaction SMILES: [Br-:29].[Br:6][c:7]1[cH:8][c:9]([CH:10]=[O:11])[cH:12][c:13]([O:15][CH2:16][O:17][CH3:18])[cH:14]1.[CH2:50]1[O:51][CH2:52][CH2:53][CH2:54]1.[CH3:1][CH2:2][CH2:3][CH2:4][Li:5].[CH3:24][CH2:25][O:26][CH2:27][CH3:28].[CH3:30][P+:31]([c:32]1[cH:33][cH:34][cH:35][cH:36][cH:37]1)([c:38]1[cH:39][cH:40][cH:41][cH:42][cH:43]1)[c:44]1[cH:45][cH:46][cH:47][cH:48][cH:49]1.[Na+:23].[O-:19][C:20]([OH:21])=[O:22]>>[CH2:1]=[CH:10][c:9]1[cH:8][c:7]([Br:6])[cH:14][c:13]([O:15][CH2:16][O:17][CH3:18])[cH:12]1. Starting materials: C1=CC(=C(C=C1SSC2=CC(=C(C=C2)[N+](=O)[O-])C(=O)O)C(=O)O)[N+](=O)[O-] (Ellman's reagent), N=C1SCCC1 (2-Iminothiolane), solution, FC(C(=O)O)(F)F.O=C1N(C(C=C1)=O)CCC(=O)NCC1OC2=C(O1)C=CC(=C2)CC(C)NCC (3-(2,5-dioxo-2,5-dihydro-pyrrol-1-yl)-N-[5-(2-ethylamino-propyl)-benzo[1,3]dioxol-2-ylmethyl]-propionamide Compound With Trifluoro-acetic Acid), Sephadex. Solvent: P(=O)([O-])([O-])[O-].[Na+].[Na+].[Na+] (sodium phosphate), CN(C)C=O (DMF), P(=O)([O-])([O-])[O-].[Na+].[Na+].[Na+] (sodium phosphate). Conditions: time 1 hour. The product is CCNC(C)CC1=CC2=C(C=C1)OCO2 (MDEA). As a reaction SMILES: N=C1CCCS1.C1C(SSC2C=CC([N+]([O-])=O)=C(C(O)=O)C=2)=CC(C(O)=O)=C([N+]([O-])=O)C=1.FC(F)(F)C(O)=O.O=C1C=CC(=O)N1CCC(NC[CH:53]1[O:57][C:56]2[CH:58]=[CH:59][C:60]([CH2:62][CH:63]([NH:65][CH2:66][CH3:67])[CH3:64])=[CH:61][C:55]=2[O:54]1)=O>P([O-])([O-])([O-])=O.[Na+].[Na+].[Na+].CN(C=O)C>[CH3:67][CH2:66][NH:65][CH:63]([CH2:62][C:60]1[CH:59]=[CH:58][C:56]2[O:57][CH2:53][O:54][C:55]=2[CH:61]=1)[CH3:64] |f:2.3,4.5.6.7|. Procedure details: Keyhole limpet hemocyanin (KLH, 60 mg) was reconstituted in 100 mM sodium phosphate buffer at pH 7.2. 2-Iminothiolane (2IT, 13.5 mg) was added to the protein solution as a solid, and the reaction was allowed to stir at room temperature in the dark and under argon atmosphere for 1 hour. The activated KLH-(SH)n was desalted on a Sephadex PD-10 column pre-equilibrated with 100 mM sodium phosphate buffer at pH 6.5. The SH loading was determined (Ellman's reagent) to be 886 per KLH molecule (MW 5,000... Reactants: CCCCCCOc1ccc(N=C=O)cc1, CNc1cccc(-c2ccc(CC3SC(=O)NC3=O)cc2)c1, ClCCl, Cl. Product: CCCCCCOc1ccc(NC(=O)N(C)c2cccc(-c3ccc(CC4SC(=O)NC4=O)cc3)c2)cc1. As a reaction SMILES: [CH2:23]([CH2:24][CH2:25][CH2:26][CH2:27][CH3:28])[O:29][c:30]1[cH:31][cH:32][c:33]([N:36]=[C:37]=[O:38])[cH:34][cH:35]1.[CH3:1][NH:2][c:3]1[cH:4][c:5](-[c:9]2[cH:10][cH:11][c:12]([CH2:15][CH:16]3[C:17](=[O:22])[NH:18][C:19](=[O:21])[S:20]3)[cH:13][cH:14]2)[cH:6][cH:7][cH:8]1.[Cl:40][CH2:41][Cl:42].[ClH:39]>>[CH3:1][N:2]([c:3]1[cH:4][c:5](-[c:9]2[cH:10][cH:11][c:12]([CH2:15][CH:16]3[C:17](=[O:22])[NH:18][C:19](=[O:21])[S:20]3)[cH:13][cH:14]2)[cH:6][cH:7][cH:8]1)[C:37]([NH:36][c:33]1[cH:32][cH:31][c:30]([O:29][CH2:23][CH2:24][CH2:25][CH2:26][CH2:27][CH3:28])[cH:35][cH:34]1)=[O:38].